This data is from the Open Reaction Database (ORD), a public repository of structured organic reaction records. The task is: describe an organic reaction: reactants, conditions, products, and yield Reactants: COC=1C=C(C=CC1NC=2C=3C=CC=CC3N=C4C2C=CC=C4)NS(=O)(=O)C.C([C@@H](O)C)(=O)[O-] (m-AMSA L(+)-lactate), N1C(CCC1=O)C(=O)O (D,L-pyroglutamic acid). Yields the product COC=1C=C(C=CC1NC=2C=3C=CC=CC3N=C4C2C=CC=C4)NS(=O)(=O)C (m-AMSA). As a reaction SMILES: [CH3:1][O:2][C:3]1[CH:4]=[C:5]([NH:24][S:25]([CH3:28])(=[O:27])=[O:26])[CH:6]=[CH:7][C:8]=1[NH:9][C:10]1[C:11]2[CH:12]=[CH:13][CH:14]=[CH:15][C:16]=2[N:17]=[C:18]2[CH:23]=[CH:22][CH:21]=[CH:20][C:19]=12.C([O-])(=O)[C@H](C)O.N1C(=O)CCC1C(O)=O>>[CH3:1][O:2][C:3]1[CH:4]=[C:5]([NH:24][S:25]([CH3:28])(=[O:27])=[O:26])[CH:6]=[CH:7][C:8]=1[NH:9][C:10]1[C:19]2[CH:20]=[CH:21][CH:22]=[CH:23][C:18]=2[N:17]=[C:16]2[CH:15]=[CH:14][CH:13]=[CH:12][C:11]=12 |f:0.1|. Reported procedure: In the above formulations, a mixture of m-AMSA-L(+)-lactate and 1 mole equivalent of D,L-pyroglutamic acid will provide a 5 mg/ml m-AMSA solution which will not precipitate. The use of L-pyroglutamic acid in place of D,L-pyroglutamic acid will provide a 5 to 7.5 mg/ml solution which will not precipitate.